From a dataset of the Open Reaction Database (ORD), a public repository of structured organic reaction records. describe an organic reaction: reactants, conditions, products, and yield The reactants are Brc1cccc(Br)c1, O=C1CCC1, [Li]CCCC, CCCCCC, C1CCOC1. The product is OC1(c2cccc(Br)c2)CCC1. RXN SMILES: [Br:1][c:2]1[cH:3][c:4]([Br:8])[cH:5][cH:6][cH:7]1.[C:14]1(=[O:18])[CH2:15][CH2:16][CH2:17]1.[CH2:9]([Li:10])[CH2:11][CH2:12][CH3:13].[CH3:24][CH2:25][CH2:26][CH2:27][CH2:28][CH3:29].[O:19]1[CH2:20][CH2:21][CH2:22][CH2:23]1>>[c:2]1([C:14]2([OH:18])[CH2:15][CH2:16][CH2:17]2)[cH:3][c:4]([Br:8])[cH:5][cH:6][cH:7]1. Reactants: CN1C=C2C[C@H]3N(CC(C[C@@H]3C=3C=CC=C1C32)C(=O)O)C (1,6-dimethylergoline-8-carboxylic acid), [OH-].[NH4+] (ammonium hydroxide), P(=O)(Cl)(Cl)Cl (phosphorous oxychloride), NCC=1C=NC=CC1 (3-(aminomethyl)pyridine). Run in CN(C=O)C (dimethylformamide). Conditions: time 30 minute. Product: N1=CC(=CC=C1)CNC(=O)[C@H]1CN([C@@H]2CC3=CN(C4=CC=CC([C@H]2C1)=C34)C)C ((8β)-N-[(3-Pyridinyl)methyl]-1,6-dimethylergoline-8-carboxamide). RXN SMILES: [CH3:1][N:2]1[C:16]2[C:17]3[C:4]([CH2:5][C@@H:6]4[C@@H:11]([C:12]=3[CH:13]=[CH:14][CH:15]=2)[CH2:10][CH:9]([C:18]([OH:20])=O)[CH2:8][N:7]4[CH3:21])=[CH:3]1.P(Cl)(Cl)(Cl)=O.[NH2:27][CH2:28][C:29]1[CH:30]=[N:31][CH:32]=[CH:33][CH:34]=1.[OH-].[NH4+]>CN(C)C=O>[N:31]1[CH:32]=[CH:33][CH:34]=[C:29]([CH2:28][NH:27][C:18]([C@@H:9]2[CH2:10][C@H:11]3[C@@H:6]([CH2:5][C:4]4[C:17]5[C:16](=[CH:15][CH:14]=[CH:13][C:12]3=5)[N:2]([CH3:1])[CH:3]=4)[N:7]([CH3:21])[CH2:8]2)=[O:20])[CH:30]=1 |f:3.4|. Procedure: One gram of 1,6-dimethylergoline-8-carboxylic acid was slurried with 40 ml of dimethylformamide under a nitrogen atmosphere. The mixture was cooled by means of an external ice/acetone bath. To the slurry were added 700 mcl of phosphorous oxychloride in dropwise fashion keeping the temperature below 0° C. After stirring for 30 minutes, 800 mcl of 3-(aminomethyl)pyridine were added. After stirring an additional two hours, the mixture was poured into approximately 200 ml of dilute ammonium hydroxid... The reactants are CN(C)S(N)(=O)=O, C[S+](C)(C)=O, CCCCCCCC=CC1OCC(C)C(OC)C1=O, [H-], [I-], [Na+], C1CCOC1. The product is CCCCCCCC=CC1OCC(C)C(OC)C12CO2. RXN SMILES: [CH3:28][N:29]([CH3:30])[S:31]([NH2:32])(=[O:33])=[O:34].[CH3:2][S+:3]([CH3:4])([CH3:5])=[O:6].[CH3:9][O:10][CH:11]1[C:12](=[O:27])[CH:13]([CH:18]=[CH:19][CH2:20][CH2:21][CH2:22][CH2:23][CH2:24][CH2:25][CH3:26])[O:14][CH2:15][CH:16]1[CH3:17].[H-:7].[I-:1].[Na+:8].[O:35]1[CH2:36][CH2:37][CH2:38][CH2:39]1>>[CH2:2]1[C:12]2([CH:11]([O:10][CH3:9])[CH:16]([CH3:17])[CH2:15][O:14][CH:13]2[CH:18]=[CH:19][CH2:20][CH2:21][CH2:22][CH2:23][CH2:24][CH2:25][CH3:26])[O:27]1. Reactants: C(\C=C\C)(=O)OC(C)(C)C ((E)-tert-butyl but-2-enoate), C1CC(=O)N(C1=O)Br (NBS), C(C1=CC=CC=C1)(=O)OOC(C1=CC=CC=C1)=O (benzoyl peroxide). The product is BrC/C=C/C(=O)OC(C)(C)C ((E)-tert-butyl 4-bromobut-2-enoate). Solvent: C(Cl)(Cl)(Cl)Cl (CCl4). Reaction SMILES: [C:1]([O:6][C:7]([CH3:10])([CH3:9])[CH3:8])(=[O:5])/[CH:2]=[CH:3]/[CH3:4].C1C(=O)N([Br:18])C(=O)C1.C(OOC(=O)C1C=CC=CC=1)(=O)C1C=CC=CC=1>C(Cl)(Cl)(Cl)Cl>[Br:18][CH2:4]/[CH:3]=[CH:2]/[C:1]([O:6][C:7]([CH3:10])([CH3:9])[CH3:8])=[O:5]. Procedure details: To the mixture of (E)-tert-butyl but-2-enoate (10.0 g, 70.4 mmol) and NBS (12.5 g, 70.4 mmol) in CCl4 (150 mL) was added benzoyl peroxide (510 mg, 2.11 mmol), and the reaction was refluxed for 12 h. The mixture was cooled to room temperature, and the solid was filtered off. The filtrate was concentrated in vacuo, and purified by column chromatography to afford (E)-tert-butyl 4-bromobut-2-enoate (I-2a). 1H-NMR (400 MHz, CDCl3) δ 7.02-6.76 (m, 1H), 6.05-5.89 (m, 1H), 4.06-3.95 (m, 2H), 1.56-1.40 (... Reactants: OC=1C=C2C=CNC2=NC1 (5-Hydroxy-7-azaindole), ClC1=NC=NC2=CC(=C(C=C12)OC)OCCN1CCN(CC1)CCF (4-Chloro-7-{2-[4-(2-fluoroethyl)piperazin-1-yl]ethoxy}-6-methoxyquinazoline), C([O-])([O-])=O.[K+].[K+] (potassium carbonate). Run in CC(=O)N(C)C (dimethylacetamide). Reaction conditions: temperature 85 celsius. Yields the product N1C=CC2=CC(=CN=C12)OC1=NC=NC2=CC(=C(C=C12)OC)OCCN1CCN(CC1)CCF (4-(7-azaindol-5-yloxy)-7-{2-[4-(2-fluoroethyl)piperazin-1-yl]ethoxy}-6-methoxyquinazoline). Yield: 56.1%. RXN SMILES: Cl[C:2]1[C:11]2[C:6](=[CH:7][C:8]([O:14][CH2:15][CH2:16][N:17]3[CH2:22][CH2:21][N:20]([CH2:23][CH2:24][F:25])[CH2:19][CH2:18]3)=[C:9]([O:12][CH3:13])[CH:10]=2)[N:5]=[CH:4][N:3]=1.[OH:26][C:27]1[CH:28]=[C:29]2[C:33](=[N:34][CH:35]=1)[NH:32][CH:31]=[CH:30]2.C(=O)([O-])[O-].[K+].[K+]>CC(N(C)C)=O>[NH:32]1[C:33]2[C:29](=[CH:28][C:27]([O:26][C:2]3[C:11]4[C:6](=[CH:7][C:8]([O:14][CH2:15][CH2:16][N:17]5[CH2:22][CH2:21][N:20]([CH2:23][CH2:24][F:25])[CH2:19][CH2:18]5)=[C:9]([O:12][CH3:13])[CH:10]=4)[N:5]=[CH:4][N:3]=3)=[CH:35][N:34]=2)[CH:30]=[CH:31]1 |f:2.3.4|. Procedure details: 4-Chloro-7-{2-[4-(2-fluoroethyl)piperazin-1-yl]ethoxy}-6-methoxyquinazoline (172 mg, 0.47 mmol) was dissolved in dimethylacetamide (5 ml). 5-Hydroxy-7-azaindole (69 mg, 0.51 mmol), (prepared as described for the starting material in Example 2), and potassium carbonate (71 mg, 0.51 mmol) were added and the mixture heated to 85° C. for 4 hours. The reaction mixture was cooled, filtered and concentrated. The resulting residue was purified by column chromatography eluting with methylene chloride/met...